From a dataset of the Open Reaction Database (ORD), a public repository of structured organic reaction records. describe an organic reaction: reactants, conditions, products, and yield The reactants are O=C(n1ccnc1)n1ccnc1, Cc1cnc(CN(Cc2ncccc2C(C)C)C2CCNCC2)c(C)c1, ClCCl, Nc1cccnn1. RXN SMILES: [C:8](=[O:9])([n:10]1[cH:11][cH:12][n:13][cH:14]1)[n:15]1[cH:16][cH:17][n:18][cH:19]1.[CH3:20][c:21]1[c:22]([CH2:28][N:29]([CH:30]2[CH2:31][CH2:32][NH:33][CH2:34][CH2:35]2)[CH2:36][c:37]2[n:38][cH:39][cH:40][cH:41][c:42]2[CH:43]([CH3:44])[CH3:45])[n:23][cH:24][c:25]([CH3:27])[cH:26]1.[Cl:46][CH2:47][Cl:48].[NH2:1][c:2]1[n:3][n:4][cH:5][cH:6][cH:7]1>>[NH:1]([c:2]1[n:3][n:4][cH:5][cH:6][cH:7]1)[C:8](=[O:9])[N:33]1[CH2:32][CH2:31][CH:30]([N:29]([CH2:28][c:22]2[c:21]([CH3:20])[cH:26][c:25]([CH3:27])[cH:24][n:23]2)[CH2:36][c:37]2[n:38][cH:39][cH:40][cH:41][c:42]2[CH:43]([CH3:44])[CH3:45])[CH2:35][CH2:34]1. The product is Cc1cnc(CN(Cc2ncccc2C(C)C)C2CCN(C(=O)Nc3cccnn3)CC2)c(C)c1.